Dataset: the Open Reaction Database (ORD), a public repository of structured organic reaction records. Task: describe an organic reaction: reactants, conditions, products, and yield Starting materials: BrCCOC1=C(C(=C(C(=C1OCCC(C)C1=CC=C(C=C1)F)OC)Cl)C)C(C)=O (1-{2-(2-Bromo-ethoxy)-5-chloro-3-[3-(4-fluoro-phenyl)-butoxy]-4-methoxy-6-methyl-phenyl}-ethanone), Cl.FC1CCNCC1 (4-fluoropiperidine hydrochloride). Product: ClC=1C(=C(C(=C(C1OC)OCCC(C)C1=CC=C(C=C1)F)OCCN1CCC(CC1)F)C(C)=O)C (1-{3-Chloro-5-[3-(4-fluoro-phenyl)-butoxy]-6-[2-(4-fluoro-piperidin-1-yl)-ethoxy]-4-methoxy-2-methyl-phenyl}-ethanone). The yield is 41.0%. Reaction SMILES: Br[CH2:2][CH2:3][O:4][C:5]1[C:10]([O:11][CH2:12][CH2:13][CH:14]([C:16]2[CH:21]=[CH:20][C:19]([F:22])=[CH:18][CH:17]=2)[CH3:15])=[C:9]([O:23][CH3:24])[C:8]([Cl:25])=[C:7]([CH3:26])[C:6]=1[C:27](=[O:29])[CH3:28].Cl.[F:31][CH:32]1[CH2:37][CH2:36][NH:35][CH2:34][CH2:33]1>>[Cl:25][C:8]1[C:7]([CH3:26])=[C:6]([C:27](=[O:29])[CH3:28])[C:5]([O:4][CH2:3][CH2:2][N:35]2[CH2:36][CH2:37][CH:32]([F:31])[CH2:33][CH2:34]2)=[C:10]([O:11][CH2:12][CH2:13][CH:14]([C:16]2[CH:21]=[CH:20][C:19]([F:22])=[CH:18][CH:17]=2)[CH3:15])[C:9]=1[O:23][CH3:24] |f:1.2|. Reported procedure: Example 8a (89 mg, 0.18 mmol) was reacted with 4-fluoropiperidine hydrochloride (4.0 eq.) as described under General Procedure J and the crude mixture was purified by flash chromatography (silica gel, Et2O/hexane 3:2) to afford the title compound (38 mg, 41%) as a pale yellow oil. 1H NMR (300 MHz, CDCl3) δ 7.20-7.15 (m, 2H), 7.01-6.95 (m, 2H), 4.66 (m, 1H), 4.05 (t, J=5.9 Hz, 2H), 3.95 (t, J=6.6 Hz, 2H), 3.83 (s, 3H), 3.00 (m, 1H), 2.64-2.59 (m, 4H), 2.50 (s, 3H), 2.44-2.36 (m, 2H), 2.18 (s, 3H)...